describe an organic reaction: reactants, conditions, products, and yield From a dataset of the Open Reaction Database (ORD), a public repository of structured organic reaction records. Starting materials: O=C([O-])[O-], CN(C)C=O, [Cl-], C#CCOc1cc(Cl)ncn1, [K+], [K+], [NH4+], Oc1ccccc1Cl. Product: C#CCOc1cc(Oc2ccccc2Cl)ncn1. Reaction SMILES: [C:12](=[O:13])([O-:14])[O-:15].[CH3:28][N:29]([CH3:30])[CH:31]=[O:32].[Cl-:26].[Cl:1][c:2]1[n:3][cH:4][n:5][c:6]([O:8][CH2:9][C:10]#[CH:11])[cH:7]1.[K+:16].[K+:17].[NH4+:27].[OH:18][c:19]1[cH:20][cH:21][cH:22][cH:23][c:24]1[Cl:25]>>[c:2]1([O:18][c:19]2[cH:20][cH:21][cH:22][cH:23][c:24]2[Cl:25])[n:3][cH:4][n:5][c:6]([O:8][CH2:9][C:10]#[CH:11])[cH:7]1. Starting materials: ClC1=C(N=C(C(=N1)Cl)Cl)Cl (tetrachloropyrazine), O.NN (hydrazine hydrate). Solvent: O1CCOCC1 (dioxane), C(C)O (ethanol). Conditions: temperature 23 celsius, time 20 minute. The product is ClC=1C(=NC(=C(N1)Cl)Cl)NN (3,5,6-trichloro-2-hydrazinopyrazine). Reaction SMILES: [Cl:1][C:2]1[N:7]=[C:6]([Cl:8])[C:5]([Cl:9])=[N:4][C:3]=1Cl.O.[NH2:12][NH2:13]>O1CCOCC1.C(O)C>[Cl:1][C:2]1[C:3]([NH:12][NH2:13])=[N:4][C:5]([Cl:9])=[C:6]([Cl:8])[N:7]=1 |f:1.2|. Reported procedure: A solution was prepared by dissolving 21.8 grams of tetrachloropyrazine in 100 milliliters of dioxane. The solution was diluted with 250 milliliters of ethanol and 15 milliliters of hydrazine hydrate was slowly added thereto. The temperature rose from 23°C to 37°C. The solution was held, with stirring, at 23°C for 20 minutes and the 3,5,6-trichloro-2-hydrazinopyrazine product was isolated by pouring the reaction mixture in water and filtering off the solid product. The product melted at 167°-168... Starting materials: S(O)(O)(=O)=O (sulfuric acid), FC1=C(CC2(C(CCC2)=O)C(=O)OC)C=CC(=C1)F (methyl 1-(2,4-difluorobenzyl)-2-oxocyclopentanecarboxylate). Solvent: C(C)(=O)O (acetic acid). The product is FC1=C(CC2C(CCC2)=O)C=CC(=C1)F (2-(2,4-Difluorobenzyl) cyclopentanone). RXN SMILES: S(=O)(=O)(O)O.[F:6][C:7]1[CH:23]=[C:22]([F:24])[CH:21]=[CH:20][C:8]=1[CH2:9][C:10]1(C(OC)=O)[CH2:14][CH2:13][CH2:12][C:11]1=[O:15]>C(O)(=O)C>[F:6][C:7]1[CH:23]=[C:22]([F:24])[CH:21]=[CH:20][C:8]=1[CH2:9][CH:10]1[CH2:14][CH2:13][CH2:12][C:11]1=[O:15]. Procedure details: To a stirred solution of glacial acetic acid (100 ml) and an aqueous solution of sulfuric acid (12.5%, 30 ml), there was added methyl 1-(2,4-difluorobenzyl)-2-oxocyclopentanecarboxylate (5.14 g, 21.6 mmol). The mixture was refluxed in a stream of argon for 5 h. The reactants are CC(=O)OO, CC(=O)O, CCOC(C)=O, CC(=O)[O-], [Na+], O=C1CCN1, O, O, O, O, Cl[Os](Cl)Cl. Yields the product CC(=O)OC1CC(=O)N1. As a reaction SMILES: [C:15]([O:16][OH:17])(=[O:18])[CH3:19].[CH3:11][C:12](=[O:13])[OH:14].[CH3:20][CH2:21][O:22][C:23](=[O:24])[CH3:25].[CH3:7][C:8]([O-:9])=[O:10].[Na+:6].[O:1]=[C:2]1[CH2:3][CH2:4][NH:5]1.[OH2:26].[OH2:27].[OH2:28].[OH2:33].[Os:29]([Cl:30])([Cl:31])[Cl:32]>>[O:1]=[C:2]1[CH2:3][CH:4]([O:10][C:8]([CH3:7])=[O:9])[NH:5]1. The reactants are N(=NC(=O)OCC)C(=O)OCC (diethyl azodicarboxylate), [Cl-].[NH4+] (ammonium chloride), [Si](C)(C)(C(C)(C)C)OCCC(CN(CCO)C(=O)OC(C)(C)C)(O)C1=CC(=C(C=C1)Cl)Cl (4-(t-butyldimethylsilyloxy)-2-(3,4-dichlorophenyl)-1-[N-(t-butoxycarbonyl)-N-(2-hydroxyethyl)amino]-2-butanol), C1(=CC=CC=C1)P(C1=CC=CC=C1)C1=CC=CC=C1 (triphenylphosphine). Solvent: C1(=CC=CC=C1)C (toluene), C1(=CC=CC=C1)C (toluene). Run at time 2 hour. Yields the product [Si](C)(C)(C(C)(C)C)OCCC1(CN(CCO1)C(=O)OC(C)(C)C)C1=CC(=C(C=C1)Cl)Cl (2-[4-t-Butoxycarbonyl-2-(3,4-dichlorophenyl)morpholin-2-yl]ethanol t-Butyldimethylsilyl Ether). Yield: 88.0%. As a reaction SMILES: [Si:1]([O:8][CH2:9][CH2:10][C:11]([C:25]1[CH:30]=[CH:29][C:28]([Cl:31])=[C:27]([Cl:32])[CH:26]=1)(O)[CH2:12][N:13]([C:17]([O:19][C:20]([CH3:23])([CH3:22])[CH3:21])=[O:18])[CH2:14][CH2:15][OH:16])([C:4]([CH3:7])([CH3:6])[CH3:5])([CH3:3])[CH3:2].C1(P(C2C=CC=CC=2)C2C=CC=CC=2)C=CC=CC=1.N(C(OCC)=O)=NC(OCC)=O.[Cl-].[NH4+]>C1(C)C=CC=CC=1>[Si:1]([O:8][CH2:9][CH2:10][C:11]1([C:25]2[CH:30]=[CH:29][C:28]([Cl:31])=[C:27]([Cl:32])[CH:26]=2)[O:16][CH2:15][CH2:14][N:13]([C:17]([O:19][C:20]([CH3:21])([CH3:22])[CH3:23])=[O:18])[CH2:12]1)([C:4]([CH3:6])([CH3:7])[CH3:5])([CH3:3])[CH3:2] |f:3.4|. Reported procedure: 10.4 g (20.5 mmole) of 4-(t-butyldimethylsilyloxy)-2-(3,4-dichlorophenyl)-1-[N-(t-butoxycarbonyl)-N-(2-hydroxyethyl)amino]-2-butanol [prepared as described in step (b) above] and 8.03 g (30.6 mmole) of triphenylphosphine were dissolved in 180 ml of anhydrous toluene and a solution of 5.33 g (30.6 mmole) of diethyl azodicarboxylate in 20 ml of toluene was added dropwise under a nitrogen atmosphere at room temperature. The mixture was then stirred for 2 hours. At the end of this time, the reaction... The reactants are CCO, O=[N+]([O-])c1ccc(CCl)cc1, [Na+], [Na+], O=C([O-])[O-], O, c1ccc(C(c2ccccc2)C2CCNCC2)cc1. Product: O=[N+]([O-])c1ccc(CN2CCC(C(c3ccccc3)c3ccccc3)CC2)cc1. RXN SMILES: [CH3:37][CH2:38][OH:39].[N+:26](=[O:27])([O-:28])[c:29]1[cH:30][cH:31][c:32]([CH2:33][Cl:34])[cH:35][cH:36]1.[Na+:20].[Na+:21].[O-:22][C:23](=[O:24])[O-:25].[OH2:40].[c:1]1([CH:7]([CH:8]2[CH2:9][CH2:10][NH:11][CH2:12][CH2:13]2)[c:14]2[cH:15][cH:16][cH:17][cH:18][cH:19]2)[cH:2][cH:3][cH:4][cH:5][cH:6]1>>[c:1]1([CH:7]([CH:8]2[CH2:9][CH2:10][N:11]([CH2:33][c:32]3[cH:31][cH:30][c:29]([N+:26](=[O:27])[O-:28])[cH:36][cH:35]3)[CH2:12][CH2:13]2)[c:14]2[cH:15][cH:16][cH:17][cH:18][cH:19]2)[cH:2][cH:3][cH:4][cH:5][cH:6]1.